This data is from the Open Reaction Database (ORD), a public repository of structured organic reaction records. The task is: describe an organic reaction: reactants, conditions, products, and yield The reactants are C1OC2(CCC(CC2)N(C)CC2=CC=C(N)C=C2)OC1 (4-[N-(4,4-ethylenedioxycyclohexyl)-N-methylaminomethyl]aniline), C(C)OC1=CC=C(C=C1)C=1C=CC2=C(C=C(CCS2(=O)=O)C(=O)O)C1 (7-(4-ethoxyphenyl)-1,1-dioxo-2,3-dihydro-1-benzothiepine-4-carboxylic acid), C(C(=O)Cl)(=O)Cl (oxalyl chloride), CN(C)C=O (DMF). Run in C1CCOC1 (THF), C(C)N(CC)CC (triethylamine), C1CCOC1 (THF), O (water). Conditions: time 16 hour. Yields the product C(C)OC1=CC=C(C=C1)C=1C=CC2=C(C=C(CCS2(=O)=O)C(=O)NC2=CC=C(C=C2)CN(C)C2CCC3(CC2)OCCO3)C1 (7-(4-ethoxyphenyl)-N-[4-[N-(4,4-ethylenedioxycyclohexyl)-N-methylaminomethyl]phenyl]-1,1-dioxo-2,3-dihydro-1-benzothiepine-4-carboxamide). Yield: 60.4%. As a reaction SMILES: [CH2:1]([O:3][C:4]1[CH:9]=[CH:8][C:7]([C:10]2[CH:11]=[CH:12][C:13]3[S:19](=[O:21])(=[O:20])[CH2:18][CH2:17][C:16]([C:22](O)=[O:23])=[CH:15][C:14]=3[CH:25]=2)=[CH:6][CH:5]=1)[CH3:2].C(Cl)(=O)C(Cl)=O.CN(C=O)C.[CH2:37]1[CH2:56][O:55][C:39]2([CH2:44][CH2:43][CH:42]([N:45]([CH2:47][C:48]3[CH:54]=[CH:53][C:51]([NH2:52])=[CH:50][CH:49]=3)[CH3:46])[CH2:41][CH2:40]2)[O:38]1>C1COCC1.O.C(N(CC)CC)C>[CH2:1]([O:3][C:4]1[CH:9]=[CH:8][C:7]([C:10]2[CH:11]=[CH:12][C:13]3[S:19](=[O:20])(=[O:21])[CH2:18][CH2:17][C:16]([C:22]([NH:52][C:51]4[CH:50]=[CH:49][C:48]([CH2:47][N:45]([CH:42]5[CH2:41][CH2:40][C:39]6([O:38][CH2:37][CH2:56][O:55]6)[CH2:44][CH2:43]5)[CH3:46])=[CH:54][CH:53]=4)=[O:23])=[CH:15][C:14]=3[CH:25]=2)=[CH:6][CH:5]=1)[CH3:2]. Procedure: To a solution of 7-(4-ethoxyphenyl)-1,1-dioxo-2,3-dihydro-1-benzothiepine-4-carboxylic acid (180 mg) in THF (10 ml) were added at room temperature oxalyl chloride (0.09 ml) and a drop of DMF, and the mixture was stirred for 1 hour. The mixture was concentrated under reduced pressure, and the residue was dissolved in THF (10 ml). The solution was added dropwise at 0° C. to a solution of 4-[N-(4,4-ethylenedioxycyclohexyl)-N-methylaminomethyl]aniline [0.153 g (0.553 mmol)] and triethylamine (0.14 m... Reactants: [BH4-], CCO, COc1ccc([N+](=O)[O-])c(C=O)c1, Cl, [Na+], O. The product is COc1ccc([N+](=O)[O-])c(CO)c1. RXN SMILES: [BH4-:14].[CH3:18][CH2:19][OH:20].[CH3:1][O:2][c:3]1[cH:4][cH:5][c:6]([N+:11](=[O:12])[O-:13])[c:7]([CH:8]=[O:9])[cH:10]1.[ClH:17].[Na+:15].[OH2:16]>>[CH3:1][O:2][c:3]1[cH:4][cH:5][c:6]([N+:11](=[O:12])[O-:13])[c:7]([CH2:8][OH:9])[cH:10]1. Reactants: C(C)OCC (Diethyl ether), BrC1=CSC=C1 (3-bromothiophene), C1CCOC1 (THF), [Li+].CC(C)[N-]C(C)C (LDA), [Li+].CC(C)[N-]C(C)C (LDA). Run at time 40 minute. Product: BrC1=C(SC=C1)C(=O)O (3-Bromo-thiophene-2-carboxylic acid). RXN SMILES: [Br:1][C:2]1[CH:6]=[CH:5][S:4][CH:3]=1.[Li+].CC([N-]C(C)C)C.C([O:17][CH2:18]C)C.C1C[O:23]CC1>>[Br:1][C:2]1[CH:6]=[CH:5][S:4][C:3]=1[C:18]([OH:17])=[O:23] |f:1.2|. Procedure details: To a solution of 3-bromothiophene (600.0 g, 3.68 mol) in THF (3 L) cooled to −72° C. was added LDA (1.93 L, 3.86 mol, 2 N) slowly over 2 hours. The rate of LDA addition is such that the reaction temperature never exceeded 68° C. After complete addition, the solution is stirred for an additional 40 minutes. Diethyl ether (3 L) is then added via an addition funnel such that the temperature is maintained below −65° C. The addition funnel is then replaced with a dispersion tube and CO2 gas is bubble... Reactants: [Al+3], CCOc1ccc2nc(S(N)(=O)=O)sc2c1, [Cl-], [Cl-], [Cl-], CC(Cl)Cl, [Na+], [OH-], O. Product: NS(=O)(=O)c1nc2ccc(O)cc2s1. RXN SMILES: [Al+3:18].[CH2:1]([CH3:2])[O:3][c:4]1[cH:5][c:6]2[c:7]([n:8][c:9]([S:11](=[O:12])(=[O:13])[NH2:14])[s:10]2)[cH:15][cH:16]1.[Cl-:17].[Cl-:19].[Cl-:20].[Cl:21][CH:22]([Cl:23])[CH3:24].[Na+:26].[OH-:25].[OH2:27]>>[OH:3][c:4]1[cH:5][c:6]2[c:7]([n:8][c:9]([S:11](=[O:12])(=[O:13])[NH2:14])[s:10]2)[cH:15][cH:16]1. The reactants are COC(CC=1N=CN(C1)C(C1=CC=CC=C1)(C1=CC=CC=C1)C1=CC=CC=C1)=O (1-(Triphenylmethyl)-1H-imidazol-4-ylacetic acid methyl ester), [N+](=O)([O-])C1=CC=C(CBr)C=C1 (4-nitrobenzylbromide), C(C)(=O)OCC (ethyl acetate). The solvent is C(C)#N (acetonitrile). Run at temperature 55 celsius. Product: COC(CC1=CN=CN1CC1=CC=C(C=C1)[N+](=O)[O-])=O (1-(4-Nitrophenylmethyl)-1H-imidazol-5-ylacetic acid methyl ester). RXN SMILES: [CH3:1][O:2][C:3](=[O:29])[CH2:4][C:5]1[N:6]=[CH:7][N:8](C(C2C=CC=CC=2)(C2C=CC=CC=2)C2C=CC=CC=2)[CH:9]=1.[N+:30]([C:33]1[CH:40]=[CH:39][C:36]([CH2:37]Br)=[CH:35][CH:34]=1)([O-:32])=[O:31].C(OCC)(=O)C>C(#N)C>[CH3:1][O:2][C:3](=[O:29])[CH2:4][C:5]1[N:6]([CH2:37][C:36]2[CH:39]=[CH:40][C:33]([N+:30]([O-:32])=[O:31])=[CH:34][CH:35]=2)[CH:7]=[N:8][CH:9]=1. Procedure: To a solution of 1-(triphenylmethyl)-1H-imidazol-4-ylacetic acid methyl ester (23, 274 mg, 0.736 mmol) in acetonitrile (10 ml) was added 4-nitrobenzylbromide (159 mg, 0.736 mmol) and heated to 55° C. for 16 h. After this time, the reaction was cooled to room temperature, treated with ethyl acetate (20 ml) and the resulting precipitate was filtered. The filtrate was concentrated to dryness in vacuo and the residue was redissolved in acetonitrile (4 ml) and heated to 65° C. for 3 h. After this tim... Reactants: CC(C)(C)OOC(=O)c1ccc(C(=O)c2ccccc2)cc1, COc1ccc(C(=O)c2ccc(C(=O)O)cc2)cc1, [Cl-], ClCCl. Yields the product COc1ccc(C(=O)c2ccc(C(=O)OOC(C)(C)C)cc2)cc1. Reaction SMILES: [C:1]([CH3:2])([CH3:3])([CH3:4])[O:5][O:6][C:7]([c:8]1[cH:9][cH:10][c:11]([C:14]([c:15]2[cH:16][cH:17][cH:18][cH:19][cH:20]2)=[O:21])[cH:12][cH:13]1)=[O:22].[CH3:23][O:24][c:25]1[cH:26][cH:27][c:28]([C:29]([c:30]2[cH:31][cH:32][c:33]([C:34]([OH:35])=[O:36])[cH:37][cH:38]2)=[O:39])[cH:40][cH:41]1.[Cl-:42].[Cl:43][CH2:44][Cl:45]>>[C:1]([CH3:2])([CH3:3])([CH3:4])[O:5][O:6][C:7]([c:8]1[cH:9][cH:10][c:11]([C:14]([c:15]2[cH:16][cH:17][c:18]([O:24][CH3:23])[cH:19][cH:20]2)=[O:21])[cH:12][cH:13]1)=[O:22]. RXN SMILES: [CH2:8]([CH2:9][c:10]1[cH:11][cH:12][cH:13][cH:14][cH:15]1)[NH2:16].[CH3:17][c:18]1[cH:19][cH:20][cH:21][cH:22][cH:23]1.[CH3:1][C:2]([O:3][C:5]([CH3:6])=[O:7])=[O:4]>>[C:5]([CH3:6])(=[O:7])[NH:16][CH2:8][CH2:9][c:10]1[cH:11][cH:12][cH:13][cH:14][cH:15]1. Product: CC(=O)NCCc1ccccc1. The reactants are NCCc1ccccc1, Cc1ccccc1, CC(=O)OC(C)=O.